From a dataset of the Open Reaction Database (ORD), a public repository of structured organic reaction records. describe an organic reaction: reactants, conditions, products, and yield The reactants are NC1=C(C=C(C=C1)I)C(=O)C1=CC=C(C=C1)S(=O)(=O)C ((2-Amino-5-iodo-phenyl)-(4-methanesulfonyl-phenyl)-methanone), ( M ), FC(C(CC(C)=O)=O)(F)F (1,1,1-trifluoro-2,4-pentanedione), C(C)(C)O (isopropanol). Solvent: CCCCCCC.C(C)(=O)OCC (heptane ethyl acetate). Conditions: time 16 hour. The product is FC(C(=O)C=1C(=NC2=CC=C(C=C2C1C1=CC=C(C=C1)S(=O)(=O)C)I)C)(F)F (2,2,2-Trifluoro-1-[6-iodo-4-(4-methanesulfonyl-phenyl)-2-methyl-quinolin-3-yl]-ethanone). The yield is 55.0%. As a reaction SMILES: [NH2:1][C:2]1[CH:7]=[CH:6][C:5]([I:8])=[CH:4][C:3]=1[C:9]([C:11]1[CH:16]=[CH:15][C:14]([S:17]([CH3:20])(=[O:19])=[O:18])=[CH:13][CH:12]=1)=O.[F:21][C:22]([F:30])([F:29])[C:23](=[O:28])[CH2:24][C:25](=O)[CH3:26].C(O)(C)C>CCCCCCC.C(OCC)(=O)C>[F:21][C:22]([F:30])([F:29])[C:23]([C:24]1[C:25]([CH3:26])=[N:1][C:2]2[C:3]([C:9]=1[C:11]1[CH:16]=[CH:15][C:14]([S:17]([CH3:20])(=[O:19])=[O:18])=[CH:13][CH:12]=1)=[CH:4][C:5]([I:8])=[CH:6][CH:7]=2)=[O:28] |f:3.4|. Reported procedure: The title compound was prepared from (2-Amino-5-iodo-phenyl)-(4-methanesulfonyl-phenyl)-methanone [example A17] and 1,1,1-trifluoro-2,4-pentanedione according to the procedure of example 1, except that the solvent was isopropanol, the reaction time was of 16 h and heptane/ethyl acetate (1:2) was used. Yield: 55%; MS: m/z=519 (M). Reactants: (4R,9aR)-6-(1-(RS)-Cyclopropylmethoxy-butyl)-4-methyl-1,2,3,4,9,9a-hexahydro-2,4a,5-triaza-fluorene di-trifluoroacetate, C(C)(C)(C)OC(=O)N1CC2CC3=CC=C(N=C3N2C(C1)C)C(CCC)O (6-(1-hydroxy-butyl)-4-methyl-3,4,9,9a-tetrahydro-1H-2,4a,5-triaza-fluorene-2-carboxylic acid tert-butyl ester), C1(CC1)CBr (cyclopropylmethyl bromide). Product: C1(CC1)COC(CCC)C=1N=C2N3[C@@H](CNC[C@H]3CC2=CC1)C ((4R,9aR)-6-(1-(RS)-Cyclopropylmethoxy-butyl)-4-methyl-1,2,3,4,9,9a-hexahydro-2,4a,5-triaza-fluorene). As a reaction SMILES: C(OC([N:8]1[CH2:20][CH:19]([CH3:21])[N:18]2[CH:10]([CH2:11][C:12]3[C:17]2=[N:16][C:15]([CH:22]([OH:26])[CH2:23][CH2:24][CH3:25])=[CH:14][CH:13]=3)[CH2:9]1)=O)(C)(C)C.[CH:27]1([CH2:30]Br)[CH2:29][CH2:28]1>>[CH:27]1([CH2:30][O:26][CH:22]([C:15]2[N:16]=[C:17]3[C:12](=[CH:13][CH:14]=2)[CH2:11][C@H:10]2[N:18]3[C@H:19]([CH3:21])[CH2:20][NH:8][CH2:9]2)[CH2:23][CH2:24][CH3:25])[CH2:29][CH2:28]1. Procedure: (4R,9aR)-6-(1-(RS)-Cyclopropylmethoxy-butyl)-4-methyl-1,2,3,4,9,9a-hexahydro-2,4a,5-triaza-fluorene di-trifluoroacetate (53 mg) was made from 6-(1-hydroxy-butyl)-4-methyl-3,4,9,9a-tetrahydro-1H-2,4a,5-triaza-fluorene-2-carboxylic acid tert-butyl ester (54 mg), using cyclopropylmethyl bromide (29 μl) in place of methyl iodide, according to the procedure described in Example 63 to afford the product as a colorless oil: HPLC [Xterra; 50/80; 255 nm] 99.6%, 2.29 min; MS (ES) 316.4 (MH+). Reactants: N1(CCCCC1)CCOCC(CC(=O)OCCCC1=CC=CC=C1)=O (3-phenylpropyl 4-(2-(1-piperidinyl)ethoxy)acetoacetate), ClC=1C=C(C=O)C=CC1Cl (3,4-dichlorobenzaldehyde), Cl.ClC1=CC=C(C(=N)N)C=C1 (4-chlorobenzamidine hydrochloride), C([O-])([O-])=O.[K+].[K+] (potassium carbonate). The solvent is CN(C=O)C (N,N-dimethylformamide). Reaction conditions: temperature 60 celsius. The product is ClC1=CC=C(C=C1)C=1NC(=C(C(N1)C1=CC(=C(C=C1)Cl)Cl)C(=O)OCCCC1=CC=CC=C1)COCCN1CCCCC1 (3-Phenylpropyl 2-(4-chlorophenyl)-4-(3,4-dichlorophenyl)-6-[(2-(1-piperidinyl)ethoxy)methyl]-1,4-dihydropyrimidine-5-carboxylate). Isolated yield 3.0%. Reaction SMILES: [N:1]1([CH2:7][CH2:8][O:9][CH2:10][C:11](=O)[CH2:12][C:13]([O:15][CH2:16][CH2:17][CH2:18][C:19]2[CH:24]=[CH:23][CH:22]=[CH:21][CH:20]=2)=[O:14])[CH2:6][CH2:5][CH2:4][CH2:3][CH2:2]1.[Cl:26][C:27]1[CH:28]=[C:29]([CH:32]=[CH:33][C:34]=1[Cl:35])[CH:30]=O.Cl.[Cl:37][C:38]1[CH:46]=[CH:45][C:41]([C:42]([NH2:44])=[NH:43])=[CH:40][CH:39]=1.C(=O)([O-])[O-].[K+].[K+]>CN(C)C=O>[Cl:37][C:38]1[CH:46]=[CH:45][C:41]([C:42]2[NH:44][C:11]([CH2:10][O:9][CH2:8][CH2:7][N:1]3[CH2:6][CH2:5][CH2:4][CH2:3][CH2:2]3)=[C:12]([C:13]([O:15][CH2:16][CH2:17][CH2:18][C:19]3[CH:24]=[CH:23][CH:22]=[CH:21][CH:20]=3)=[O:14])[CH:30]([C:29]3[CH:32]=[CH:33][C:34]([Cl:35])=[C:27]([Cl:26])[CH:28]=3)[N:43]=2)=[CH:40][CH:39]=1 |f:2.3,4.5.6|. Reported procedure: A mixture of 3-phenylpropyl 4-(2-(1-piperidinyl)ethoxy)acetoacetate (5.46 g, 15.70 mmol), 3,4-dichlorobenzaldehyde (2.75 g, 15.70 mmol), 4-chlorobenzamidine hydrochloride (3.0 g, 15.70 mmol) and potassium carbonate (2.17 g, 15.70 mmol) was stirred in N,N-dimethylformamide (15 ml) for 5 days at room temperature and then heated to 60° C. for 3 days. The DMF was removed in vacuo and ethyl acetate was added to the residue. The precipitate was removed by filtration and the filtrate was washed with wa... As a reaction SMILES: [CH2:20]([C:21]([CH3:22])=[O:23])[CH3:24].[CH2:8]([CH:9]=[CH2:10])[Br:11].[CH3:1][NH:2][C:3]([C:4]#[N:5])([CH3:6])[CH3:7].[I-:19].[Na+:12].[Na+:13].[Na+:18].[O-:14][C:15](=[O:16])[O-:17]>>[CH2:1]([NH:2][C:3]([C:4]#[N:5])([CH3:6])[CH3:7])[CH2:10][CH:9]=[CH2:8]. The reactants are CCC(C)=O, C=CCBr, CNC(C)(C)C#N, [I-], [Na+], [Na+], [Na+], O=C([O-])[O-]. Product: C=CCCNC(C)(C)C#N.